This data is from the Open Reaction Database (ORD), a public repository of structured organic reaction records. The task is: describe an organic reaction: reactants, conditions, products, and yield The reactants are FC(C(=O)N[C@@H]1C[C@H](OC)O[C@H]([C@@H]1O)C)(F)F (methyl 2,3,6-trideoxy-3-trifluroacetamido-α-L-ribohexopyranoside), B(F)(F)F.CCOCC (boron trifluoride etherate), [N+](=[N-])=C (diazomethane). Run in C(Cl)Cl (methylene dichloride), C(Cl)Cl (methylene dichloride). Conditions: temperature -70 celsius, time 60 minute. The product is CO[C@@H]1[C@@H](C[C@H](OC)O[C@H]1C)NC(C(F)(F)F)=O (methyl 4-O-methyl-2,3,6-trideoxy-3-trifluoroacetamido-α-L-ribohexopyranoside). RXN SMILES: [F:1][C:2]([F:17])([F:16])[C:3]([NH:5][C@H:6]1[C@@H:13]([OH:14])[C@H:12]([CH3:15])[O:11][C@@H:8]([O:9][CH3:10])[CH2:7]1)=[O:4].B(F)(F)F.[CH3:22]COCC.[N+](=C)=[N-]>C(Cl)Cl>[CH3:22][O:14][C@H:13]1[C@H:12]([CH3:15])[O:11][C@@H:8]([O:9][CH3:10])[CH2:7][C@H:6]1[NH:5][C:3](=[O:4])[C:2]([F:1])([F:16])[F:17] |f:1.2|. Procedure details: A solution of 11.7 g; 45 mmol of methyl 2,3,6-trideoxy-3-trifluroacetamido-α-L-ribohexopyranoside (V) in 100 ml of anhydrous methylene dichloride was treated at -70° C. with 0.6 ml of boron trifluoride etherate. While maintaining the temperature at -70° C., an excess of diazomethane in anhydrous methylene dichloride was added until a faint yellow color persisted. After 60 minutes at -70° C., a white solid (polymethylene) which precipitated out, was removed by filtration. The filtrate was washed ... Starting materials: N[C@@H]1[C@@H](CCCC1)NC(C1=C(C=C(C=C1SC)C(F)(F)F)OC)=O (cis-N-(2-amino-cyclohexyl)-2-methoxy-6-methylsulfanyl-4-trifluoromethyl-benzamide), N[C@@H]1[C@@H](CCCC1)NC(C1=C(C=C(C=C1SC)C(F)(F)F)OC)=O (cis-N-(2-amino-cyclohexyl)-2-methoxy-6-methylsulfanyl-4-trifluoromethyl-benzamide), BrCC(CCBr)O (1,4-dibromo-2-butanol). Product: OC1CN(CC1)[C@@H]1[C@@H](CCCC1)NC(C1=C(C=C(C=C1SC)C(F)(F)F)OC)=O (cis-N-[2-(3-Hydroxy-pyrrolidin-1-yl)-cyclohexyl]-2-methoxy-6-methylsulfanyl-4-trifluoromethyl-benzamide). Reaction SMILES: [NH2:1][C@H:2]1[CH2:7][CH2:6][CH2:5][CH2:4][C@H:3]1[NH:8][C:9](=[O:24])[C:10]1[C:15]([S:16][CH3:17])=[CH:14][C:13]([C:18]([F:21])([F:20])[F:19])=[CH:12][C:11]=1[O:22][CH3:23].Br[CH2:26][CH:27]([OH:31])[CH2:28][CH2:29]Br>>[OH:31][CH:27]1[CH2:28][CH2:29][N:1]([C@H:2]2[CH2:7][CH2:6][CH2:5][CH2:4][C@H:3]2[NH:8][C:9](=[O:24])[C:10]2[C:15]([S:16][CH3:17])=[CH:14][C:13]([C:18]([F:20])([F:21])[F:19])=[CH:12][C:11]=2[O:22][CH3:23])[CH2:26]1. Reported procedure: The title compound, light yellow foam, MS: m/e=433.2 [(M+H)+], was prepared in accordance with the general method of example 10 from cis-N-(2-amino-cyclohexyl)-2-methoxy-6-methylsulfanyl-4-trifluoromethyl-benzamide (intermediate I) and 1,4-dibromo-2-butanol. The two diastereomers were not separated.